Dataset: the Open Reaction Database (ORD), a public repository of structured organic reaction records. Task: describe an organic reaction: reactants, conditions, products, and yield The reactants are C(CCCCCCCCCCCCCCC)C1=C(OC(=CC1=O)C)C (3-hexadecyl-2,6-dimethyl-4H-pyran-4-one), N (ammonia). The product is C(CCCCCCCCCCCCCCC)C1=C(NC(=CC1=O)C)C (3-hexadecyl-2,6-dimethylpyridin-4(1H)-one). RXN SMILES: [CH2:1]([C:17]1[C:22](=[O:23])[CH:21]=[C:20]([CH3:24])O[C:18]=1[CH3:25])[CH2:2][CH2:3][CH2:4][CH2:5][CH2:6][CH2:7][CH2:8][CH2:9][CH2:10][CH2:11][CH2:12][CH2:13][CH2:14][CH2:15][CH3:16].[NH3:26]>>[CH2:1]([C:17]1[C:22](=[O:23])[CH:21]=[C:20]([CH3:24])[NH:26][C:18]=1[CH3:25])[CH2:2][CH2:3][CH2:4][CH2:5][CH2:6][CH2:7][CH2:8][CH2:9][CH2:10][CH2:11][CH2:12][CH2:13][CH2:14][CH2:15][CH3:16]. Procedure details: Compound 2 (0.02 g, 30.6 mmol) was heated at 100° C. with aqueous ammonia in a high pressure tube for 18 h. After the mixture was cooled to room temperature, the crude was concentrated under diminished pressure. The residue was purified by chromatography on a silica gel column. Elution with 5:1 ethyl acetate/methanol gave 3-hexadecyl-2,6-dimethylpyridin-4(1H)-one (4) as a brown solid; yield 0.01 g (51%); silica gel TLC Rf 0.25 (3:1 ethyl acetate/methanol); 1H NMR (CDCl3, 400 MHz) δ 0.88-0.89 (m,... The reactants are Nc1ncnc2[nH]cnc12, c1ccncc1, O=C(Cl)c1ccsc1. Product: O=C(Nc1ncnc2nc[nH]c12)c1ccsc1. Reaction SMILES: [NH2:9][c:10]1[n:11][cH:12][n:13][c:14]2[nH:15][cH:16][n:17][c:18]12.[cH:19]1[cH:20][cH:21][n:22][cH:23][cH:24]1.[s:1]1[cH:2][c:3]([C:6](=[O:7])[Cl:8])[cH:4][cH:5]1>>[s:1]1[cH:2][c:3]([C:6](=[O:7])[NH:9][c:10]2[n:11][cH:12][n:13][c:14]3[n:15][cH:16][nH:17][c:18]23)[cH:4][cH:5]1. Reactants: CO (methanol), COC1=C(CN[C@@H]2[C@@H](NCCC2)C2=CC=CC=C2)C=CC=C1 ((2S,3S)-3-(2-methoxybenzylamino)-2-phenylpiperidine), hydrochloride salt, C(C)O (ethanol), Cl (hydrochloric acid). The reagents and catalysts are [C].[Pd] (palladium-carbon), additional catalyst. Run in O (water). Conditions: time 8 hour. Yields the product N[C@@H]1[C@@H](NCCC1)C1=CC=CC=C1 ((+)-(2S,3S)-3-Amino-2-phenylpiperidine). RXN SMILES: CO.C(O)C.Cl.COC1C=CC=CC=1C[NH:12][C@H:13]1[CH2:18][CH2:17][CH2:16][NH:15][C@H:14]1[C:19]1[CH:24]=[CH:23][CH:22]=[CH:21][CH:20]=1>O.[C].[Pd]>[NH2:12][C@H:13]1[CH2:18][CH2:17][CH2:16][NH:15][C@H:14]1[C:19]1[CH:24]=[CH:23][CH:22]=[CH:21][CH:20]=1 |f:5.6|. Reported procedure: In a bottle were placed 9 g of 10% palladium-carbon, 180 ml of methanol, 275 ml of ethanol, 6.5 ml of concentrated hydrochloric acid and 9 g of the hydrochloride salt of (2S,3S)-3-(2-methoxybenzylamino)-2-phenylpiperidine. The mixture was shaken under hydrogen (40 p.s.i.) overnight, after which 9 g of additional catalyst were added to the system and the mixture was shaken under hydrogen for 1 day. The mixture was diluted with water (250 mL), filtered through diatomaceous earth (Celite (trademark... Starting materials: COC(=O)C1=C(C)NC(C)=C(C(=O)OC)C1c1ccccc1, ClC(Cl)Cl, c1ccncc1. The product is COC(=O)C1=C(C)NC2=C(C(=O)OC2)C1c1ccccc1. Reaction SMILES: [CH3:1][C:2]1=[C:7]([C:8](=[O:9])[O:10][CH3:11])[CH:6]([c:12]2[cH:13][cH:14][cH:15][cH:16][cH:17]2)[C:5]([C:18](=[O:19])[O:20][CH3:21])=[C:4]([CH3:22])[NH:3]1.[CH:29]([Cl:30])([Cl:31])[Cl:32].[cH:23]1[cH:24][cH:25][n:26][cH:27][cH:28]1>>[CH3:1][C:2]1=[C:7]([C:8](=[O:9])[O:10][CH3:11])[CH:6]([c:12]2[cH:13][cH:14][cH:15][cH:16][cH:17]2)[C:5]2=[C:4]([NH:3]1)[CH2:21][O:20][C:18]2=[O:19]. The reactants are C(#N)C1=CC(=C(C=C1)C=1C=NN(C1O)C1=NC=C(C(=O)O)C=C1)C (6-(4-(4-cyano-2-methylphenyl)-5-hydroxy-1H-pyrazol-1-yl)nicotinic acid), Cl.Cl.CN([C@@H]1CNCCC1)C ((S)—N,N-dimethylpiperidin-3-amine dihydrochloride). Product: CN([C@@H]1CN(CCC1)C(=O)C=1C=CC(=NC1)N1N=CC(=C1O)C1=C(C=C(C#N)C=C1)C)C ((S)-4-(1-(5-(3-(dimethylamino)piperidine-1-carbonyl)pyridin-2-yl)-5-hydroxy-1H-pyrazol-4-yl)-3-methylbenzonitrile). As a reaction SMILES: [C:1]([C:3]1[CH:8]=[CH:7][C:6]([C:9]2[CH:10]=[N:11][N:12]([C:15]3[CH:23]=[CH:22][C:18]([C:19]([OH:21])=O)=[CH:17][N:16]=3)[C:13]=2[OH:14])=[C:5]([CH3:24])[CH:4]=1)#[N:2].Cl.Cl.[CH3:27][N:28]([CH3:35])[C@H:29]1[CH2:34][CH2:33][CH2:32][NH:31][CH2:30]1>>[CH3:27][N:28]([CH3:35])[C@H:29]1[CH2:34][CH2:33][CH2:32][N:31]([C:19]([C:18]2[CH:22]=[CH:23][C:15]([N:12]3[C:13]([OH:14])=[C:9]([C:6]4[CH:7]=[CH:8][C:3]([C:1]#[N:2])=[CH:4][C:5]=4[CH3:24])[CH:10]=[N:11]3)=[N:16][CH:17]=2)=[O:21])[CH2:30]1 |f:1.2.3|. Procedure: The title compound was prepared in a manner similar to Example 112 using 6-(4-(4-cyano-2-methylphenyl)-5-hydroxy-1H-pyrazol-1-yl)nicotinic acid and (S)—N,N-dimethylpiperidin-3-amine dihydrochloride. 1H NMR (400 MHz, DMSO-d6) δ ppm 1.53 (d, J=13.39 Hz, 1H) 1.83 (br. s., 2H) 2.06-2.23 (m, 1H) 2.43 (s, 3H) 2.81 (br. s., 7H) 3.04-3.25 (m, 1H) 3.35-3.42 (m, 1H) 3.54 (br. s., 1H) 4.02 (br. s., 1H) 4.44 (br. s., 1H) 7.67 (d, J=8.22 Hz, 1H) 7.74 (s, 1H) 7.78 (d, J=7.83 Hz, 1H) 8.11 (dd, J=8.59, 1.77 Hz,... Starting materials: C(C)OC1=CC=C(C=C1)C=1C=CC2=C(C=C(CCS2(=O)=O)C(=O)NC2=CC=C(C=C2)CN(C)C2CCC3(CC2)OCCO3)C1 (7-(4-ethoxyphenyl)-N-[4-[N-(4,4-ethylenedioxycyclohexyl)-N-methylaminomethyl]phenyl]-1,1-dioxo-2,3-dihydro-1-benzothiepine-4-carboxamide), Cl (hydrochloric acid), C([O-])(O)=O.[Na+] (sodium bicarbonate). The solvent is C1CCOC1 (THF). Reaction conditions: time 40 hour. The product is C(C)OC1=CC=C(C=C1)C=1C=CC2=C(C=C(CCS2(=O)=O)C(=O)NC2=CC=C(C=C2)CN(C2CCC(CC2)=O)C)C1 (7-(4-ethoxyphenyl)-N-[4-[N-methyl-N-(4-oxocyclohexyl)aminomethyl]phenyl]-1,1-dioxo-2,3-dihydro-1-benzothiepine-4-carboxamide). The yield is 77.8%. Reaction SMILES: [CH2:1]([O:3][C:4]1[CH:9]=[CH:8][C:7]([C:10]2[CH:11]=[CH:12][C:13]3[S:19](=[O:21])(=[O:20])[CH2:18][CH2:17][C:16]([C:22]([NH:24][C:25]4[CH:30]=[CH:29][C:28]([CH2:31][N:32]([CH:34]5[CH2:39][CH2:38][C:37]6(OCC[O:40]6)[CH2:36][CH2:35]5)[CH3:33])=[CH:27][CH:26]=4)=[O:23])=[CH:15][C:14]=3[CH:44]=2)=[CH:6][CH:5]=1)[CH3:2].Cl.C(=O)(O)[O-].[Na+]>C1COCC1>[CH2:1]([O:3][C:4]1[CH:9]=[CH:8][C:7]([C:10]2[CH:11]=[CH:12][C:13]3[S:19](=[O:21])(=[O:20])[CH2:18][CH2:17][C:16]([C:22]([NH:24][C:25]4[CH:26]=[CH:27][C:28]([CH2:31][N:32]([CH3:33])[CH:34]5[CH2:39][CH2:38][C:37](=[O:40])[CH2:36][CH2:35]5)=[CH:29][CH:30]=4)=[O:23])=[CH:15][C:14]=3[CH:44]=2)=[CH:6][CH:5]=1)[CH3:2] |f:2.3|. Procedure: To a solution of 7-(4-ethoxyphenyl)-N-[4-[N-(4,4-ethylenedioxycyclohexyl)-N-methylaminomethyl]phenyl]-1,1-dioxo-2,3-dihydro-1-benzothiepine-4-carboxamide (140 mg) in THF (20 ml) was added at room temperature 3N hydrochloric acid (1 ml), and the mixture was stirred for 40 hours. To the mixture was added saturated sodium bicarbonate solution, and the mixture was extracted with ethyl acetate. The organic layer was washed with saturated brine, dried with magnesium sulfate and concentrated under redu... Reactants: CCCCCN1C(=O)C2(CC(=O)c3cc4c(cc32)OCO4)c2ccccc21, CC[SiH](CC)CC. Product: CCCCCN1C(=O)C2(CCc3cc4c(cc32)OCO4)c2ccccc21. RXN SMILES: [CH2:1]([CH2:2][CH2:3][CH2:4][CH3:5])[N:6]1[C:7](=[O:27])[C:8]2([CH2:9][C:10](=[O:20])[c:11]3[cH:12][c:13]4[c:17]([cH:18][c:19]32)[O:16][CH2:15][O:14]4)[c:21]2[cH:22][cH:23][cH:24][cH:25][c:26]21.[CH2:28]([SiH:29]([CH2:30][CH3:31])[CH2:32][CH3:33])[CH3:34]>>[CH2:1]([CH2:2][CH2:3][CH2:4][CH3:5])[N:6]1[C:7](=[O:27])[C:8]2([CH2:9][CH2:10][c:11]3[cH:12][c:13]4[c:17]([cH:18][c:19]32)[O:16][CH2:15][O:14]4)[c:21]2[cH:22][cH:23][cH:24][cH:25][c:26]21. The reactants are FC(S(=O)(=O)OC=1N=C2N(C(C1)=O)C=CC(=C2)CCC=2SC=C(N2)C(C)C)(F)F (2-Trifluoromethanesulfonyloxy-8-[2-(4-isopropyl-1,3-thiazol-2-yl)ethyl]-4H-pyrido[1,2-a]pyrimidin-4-one), B1(OCCCO1)C2=CN=CC=C2 (pyridine-3-boronic acid 1,3-propanediol cyclic ester), palladium tetrakistriphenylphosphine, [Br-].[K+] (potassium bromide), C([O-])([O-])=O.[K+].[K+] (potassium carbonate). The solvent is O1CCOCC1 (dioxane), C(C)(=O)OCC (ethyl acetate). Reaction conditions: temperature 85 celsius, time 8 hour. Yields the product C(C)(C)C=1N=C(SC1)CCC1=CC=2N(C(C=C(N2)C=2C=NC=CC2)=O)C=C1 (8-[2-(4-Isopropyl-1,3-thiazol-2-yl)ethyl]-2-(3-pyridyl)-4H-pyrido[1,2-a]pyrimidin-4-one). The yield is 95.3%. Reaction SMILES: FC(F)(F)S(O[C:7]1[N:8]=[C:9]2[CH:17]=[C:16]([CH2:18][CH2:19][C:20]3[S:21][CH:22]=[C:23]([CH:25]([CH3:27])[CH3:26])[N:24]=3)[CH:15]=[CH:14][N:10]2[C:11](=[O:13])[CH:12]=1)(=O)=O.B1([C:36]2[CH:41]=[CH:40][CH:39]=[N:38][CH:37]=2)OCCCO1.[Br-].[K+].C(=O)([O-])[O-].[K+].[K+]>C(OCC)(=O)C.O1CCOCC1>[CH:25]([C:23]1[N:24]=[C:20]([CH2:19][CH2:18][C:16]2[CH:15]=[CH:14][N:10]3[C:11](=[O:13])[CH:12]=[C:7]([C:36]4[CH:37]=[N:38][CH:39]=[CH:40][CH:41]=4)[N:8]=[C:9]3[CH:17]=2)[S:21][CH:22]=1)([CH3:27])[CH3:26] |f:2.3,4.5.6|. Procedure details: 2-Trifluoromethanesulfonyloxy-8-[2-(4-isopropyl-1,3-thiazol-2-yl)ethyl]-4H-pyrido[1,2-a]pyrimidin-4-one(499 mg), pyridine-3-boronic acid 1,3-propanediol cyclic ester (364 mg), palladium tetrakistriphenylphosphine (65 mg), potassium bromide (146 mg) and potassium carbonate (231 mg) were added with dioxane(8 ml) and stirred overnight at 85° C. under nitrogen atmosphere. The reaction mixture was cooled and then added with ethyl acetate. Insoluble solids were removed by filtration, and the solvent o...